From a dataset of the Open Reaction Database (ORD), a public repository of structured organic reaction records. describe an organic reaction: reactants, conditions, products, and yield The reactants are FC(OC1=CC=C(CNC(=O)[C@@H]2N(CCNC2)S(=O)(=O)C2=CC=C(C=C2)OC(F)(F)F)C=C1)(F)F ((R)-1-(4-trifluoromethoxy-benzenesulfonyl)-piperazine-2-carboxylic acid 4-trifluoromethoxy-benzylamide), BrC1=NN2C(=NC(C=C2C)=O)S1 (2-bromo-5-methyl-[1,3,4]thiadiazolo[3,2-a]pyrimidin-7-one), C(C)(C)N(C(C)C)CC (N,N-diisopropylethylamine). Solvent: C(C)O (ethanol). Conditions: temperature 100 celsius, time 3 hour. The product is FC(OC1=CC=C(CNC(=O)[C@@H]2N(CCN(C2)C2=NN3C(=NC(C=C3C)=O)S2)S(=O)(=O)C2=CC=C(C=C2)OC(F)(F)F)C=C1)(F)F ((R)-4-(5-methyl-7-oxo-7H-[1,3,4]thiadiazolo[3,2-a]pyrimidin-2-yl)-1-(4-trifluoromethoxy-benzenesulfonyl)-piperazine-2-carboxylic acid 4-trifluoromethoxy-benzylamide). Yield: 64.1%. RXN SMILES: [F:1][C:2]([F:35])([F:34])[O:3][C:4]1[CH:33]=[CH:32][C:7]([CH2:8][NH:9][C:10]([C@H:12]2[CH2:17][NH:16][CH2:15][CH2:14][N:13]2[S:18]([C:21]2[CH:26]=[CH:25][C:24]([O:27][C:28]([F:31])([F:30])[F:29])=[CH:23][CH:22]=2)(=[O:20])=[O:19])=[O:11])=[CH:6][CH:5]=1.Br[C:37]1[S:47][C:40]2=[N:41][C:42](=[O:46])[CH:43]=[C:44]([CH3:45])[N:39]2[N:38]=1.C(N(CC)C(C)C)(C)C>C(O)C>[F:35][C:2]([F:1])([F:34])[O:3][C:4]1[CH:5]=[CH:6][C:7]([CH2:8][NH:9][C:10]([C@H:12]2[CH2:17][N:16]([C:37]3[S:47][C:40]4=[N:41][C:42](=[O:46])[CH:43]=[C:44]([CH3:45])[N:39]4[N:38]=3)[CH2:15][CH2:14][N:13]2[S:18]([C:21]2[CH:26]=[CH:25][C:24]([O:27][C:28]([F:29])([F:30])[F:31])=[CH:23][CH:22]=2)(=[O:19])=[O:20])=[O:11])=[CH:32][CH:33]=1. Procedure details: To a mixed solution of the compound (0.038 g) obtained in Example 783, the compound (0.023 g) obtained in Step 3 and ethanol (1.0 ml) was added N,N-diisopropylethylamine (0.019 ml) at room temperature. After stirring at 100° C. for 3 hr, the reaction mixture was concentrated under reduced pressure, and the residue was purified by thin layer silica gel chromatography (methanol:chloroform=1:9) to give the title compound (0.032 g). The reactants are CCN(CC)C(=O)c1ccc(C(OC(C)=O)c2ccccc2OC)cc1, C, CO, O=C[O-], [NH4+], [Pd]. The product is CCN(CC)C(=O)c1ccc(Cc2ccccc2OC)cc1. As a reaction SMILES: [C:1]([O:2][CH:5]([c:6]1[c:7]([O:12][CH3:13])[cH:8][cH:9][cH:10][cH:11]1)[c:14]1[cH:15][cH:16][c:17]([C:20]([N:21]([CH2:22][CH3:23])[CH2:24][CH3:25])=[O:26])[cH:18][cH:19]1)(=[O:3])[CH3:4].[C:33].[CH3:31][OH:32].[CH:27]([O-:28])=[O:29].[NH4+:30].[Pd:34]>>[CH2:5]([c:6]1[c:7]([O:12][CH3:13])[cH:8][cH:9][cH:10][cH:11]1)[c:14]1[cH:15][cH:16][c:17]([C:20]([N:21]([CH2:22][CH3:23])[CH2:24][CH3:25])=[O:26])[cH:18][cH:19]1. Starting materials: ClC1=C(C=CC(=C1)F)C1N=C(NC(=C1C(=O)OCC)C)C=1SC=NN1 (Ethyl 4-(2-chloro-4-fluorophenyl)-6-methyl-2-(1,3,4-thiadiazol-2-yl)-1,4-dihydropyrimidine-5-carboxylate), C1CC(=O)N(C1=O)Br (NBS). Product: BrCC1=C(C(N=C(N1)C=1SC=NN1)C1=C(C=C(C=C1)F)Cl)C(=O)OCC (Ethyl 6-(bromomethyl)-4-(2-chloro-4-fluorophenyl)-2-(1,3,4-thiadiazol-2-yl)-1,4-dihydropyrimidine-5-carboxylate). Isolated yield 50.0%. Reaction SMILES: [Cl:1][C:2]1[CH:7]=[C:6]([F:8])[CH:5]=[CH:4][C:3]=1[CH:9]1[C:14]([C:15]([O:17][CH2:18][CH3:19])=[O:16])=[C:13]([CH3:20])[NH:12][C:11]([C:21]2[S:22][CH:23]=[N:24][N:25]=2)=[N:10]1.C1C(=O)N([Br:33])C(=O)C1>>[Br:33][CH2:20][C:13]1[NH:12][C:11]([C:21]2[S:22][CH:23]=[N:24][N:25]=2)=[N:10][CH:9]([C:3]2[CH:4]=[CH:5][C:6]([F:8])=[CH:7][C:2]=2[Cl:1])[C:14]=1[C:15]([O:17][CH2:18][CH3:19])=[O:16]. Reported procedure: Ethyl 4-(2-chloro-4-fluorophenyl)-6-methyl-2-(1,3,4-thiadiazol-2-yl)-1,4-dihydropyrimidine-5-carboxylate (0.76 g, 2 mmol) was reacted with NBS (0.36 g, 2 mmol) according to the procedure as described in Example 1, Step B to give the title compound as a yellow solid (0.46 g, 50%). The compound was characterized by the following spectroscopic data: Reactants: CC(C)(C)OC(=O)N1CCOC(c2ccc(OCCCBr)cc2)C1, C1CCNC1, [H-], [Na+], C1CCOC1. Yields the product CC(C)(C)OC(=O)N1CCOC(c2ccc(OCCCN3CCCC3)cc2)C1. As a reaction SMILES: [Br:1][CH2:2][CH2:3][CH2:4][O:5][c:6]1[cH:7][cH:8][c:9]([CH:12]2[O:13][CH2:14][CH2:15][N:16]([C:18](=[O:19])[O:20][C:21]([CH3:22])([CH3:23])[CH3:24])[CH2:17]2)[cH:10][cH:11]1.[CH2:27]1[CH2:28][CH2:29][NH:30][CH2:31]1.[H-:25].[Na+:26].[O:32]1[CH2:33][CH2:34][CH2:35][CH2:36]1>>[CH2:2]([CH2:3][CH2:4][O:5][c:6]1[cH:7][cH:8][c:9]([CH:12]2[O:13][CH2:14][CH2:15][N:16]([C:18](=[O:19])[O:20][C:21]([CH3:22])([CH3:23])[CH3:24])[CH2:17]2)[cH:10][cH:11]1)[N:30]1[CH2:29][CH2:28][CH2:27][CH2:31]1. The reactants are CCOC(OCC)[PH]([O-])(OCC)[Si](C)(C)C, C=CC(C)=O, ClC(Cl)Cl, O. The product is CCOC(OCC)P(=O)(CCC(C)=O)OCC. RXN SMILES: [CH3:1][Si:2]([CH3:3])([CH3:4])[PH:5]([O:6][CH2:7][CH3:8])([O-:9])[CH:10]([O:11][CH2:12][CH3:13])[O:14][CH2:15][CH3:16].[CH:17](=[CH2:18])[C:19](=[O:20])[CH3:21].[CH:22]([Cl:23])([Cl:24])[Cl:25].[OH2:26]>>[P:5]([O:6][CH2:7][CH3:8])(=[O:9])([CH:10]([O:11][CH2:12][CH3:13])[O:14][CH2:15][CH3:16])[CH2:18][CH2:17][C:19](=[O:20])[CH3:21].